This data is from the Open Reaction Database (ORD), a public repository of structured organic reaction records. The task is: describe an organic reaction: reactants, conditions, products, and yield Starting materials: C(C)(C)(C)OC(NC1(CCC1)C1=CC=C(C=C1)C(C(C1=CC=CC=C1)Br)=O)=O ({1-[4-(2-Bromo-2-phenyl-acetyl)phenyl]-cyclobutyl}-carbamic acid tert.-butyl ester), NC1=NC=C(C=C1C)Br (2-amino-5-bromo-3-methyl-pyridine), C(C)(C)N(C(C)C)CC (N,N-diisopropylethylamine). Run in CC(C)O (2-propanol). Conditions: temperature 130 celsius. The product is C(C)(C)(C)OC(NC1(CCC1)C1=CC=C(C=C1)C=1N=C2N(C=C(C=C2C)Br)C1C1=CC=CC=C1)=O ({1-[4-(6-bromo-8-methyl-3-phenyl-imidazo[1,2-a]pyridin-2-yl)-phenyl]-cyclobutyl}-carbamic acid tert-butyl ester). Yield: 17.2%. Reaction SMILES: [C:1]([O:5][C:6](=[O:28])[NH:7][C:8]1([C:12]2[CH:17]=[CH:16][C:15]([C:18](=O)[CH:19](Br)[C:20]3[CH:25]=[CH:24][CH:23]=[CH:22][CH:21]=3)=[CH:14][CH:13]=2)[CH2:11][CH2:10][CH2:9]1)([CH3:4])([CH3:3])[CH3:2].[NH2:29][C:30]1[C:35]([CH3:36])=[CH:34][C:33]([Br:37])=[CH:32][N:31]=1.C(N(CC)C(C)C)(C)C>CC(O)C>[C:1]([O:5][C:6](=[O:28])[NH:7][C:8]1([C:12]2[CH:13]=[CH:14][C:15]([C:18]3[N:29]=[C:30]4[C:35]([CH3:36])=[CH:34][C:33]([Br:37])=[CH:32][N:31]4[C:19]=3[C:20]3[CH:25]=[CH:24][CH:23]=[CH:22][CH:21]=3)=[CH:16][CH:17]=2)[CH2:9][CH2:10][CH2:11]1)([CH3:4])([CH3:2])[CH3:3]. Procedure details: 1.25 g (2.81 mmol) {1-[4-(2-Bromo-2-phenyl-acetyl)phenyl]-cyclobutyl}-carbamic acid tert.-butyl ester, 631.4 mg (3.38 mmol) 2-amino-5-bromo-3-methyl-pyridine, 2.15 g molecular sieves (4 Å, dried over night at 120° C. in a drying oven), 363.5 mg (2.81 mmol) N,N-diisopropylethylamine in 12 mL 2-propanol (degassed for 15′) in a microwave vial, sealed with a microwave cap, were heated at 130° C. for 17 hours in a heating block. The reaction mixture was sucked off via a glass fibre filter and the fil... The reactants are Cl.FC1=CC2=C(C(=NO2)C2CCNCC2)C=C1 (6-fluoro-3-(4-piperidinyl)-1,2-benzisoxazole hydrochloride), C(=O)([O-])[O-].[K+].[K+] (K2CO3), ClCCOC1=C(C=C(C=C1)C(C)=O)OC (1-[4-(2-chloroethoxy)-3-methoxyphenyl]ethanone), CN(C=O)C (dimethylformamide). Run in O (water). Run at temperature 90 celsius. Yields the product FC1=CC2=C(C(=NO2)C2CCN(CC2)C(COC2=C(C=C(C=C2)C(C)=O)OC)C)C=C1 (1-[4-[2-[4-(6-Fluoro-1,2-benzisoxazol-3-yl)-1-piperidinyl]propoxy]-3-methoxyphenyl]-ethanone). Isolated yield 86.8%. Reaction SMILES: Cl.[F:2][C:3]1[CH:17]=[CH:16][C:6]2[C:7]([CH:10]3[CH2:15][CH2:14][NH:13][CH2:12][CH2:11]3)=[N:8][O:9][C:5]=2[CH:4]=1.[C:18]([O-])([O-])=O.[K+].[K+].Cl[CH2:25][CH2:26][O:27][C:28]1[CH:33]=[CH:32][C:31]([C:34](=[O:36])[CH3:35])=[CH:30][C:29]=1[O:37][CH3:38].CN(C)C=O>O>[F:2][C:3]1[CH:17]=[CH:16][C:6]2[C:7]([CH:10]3[CH2:11][CH2:12][N:13]([CH:25]([CH3:18])[CH2:26][O:27][C:28]4[CH:33]=[CH:32][C:31]([C:34](=[O:36])[CH3:35])=[CH:30][C:29]=4[O:37][CH3:38])[CH2:14][CH2:15]3)=[N:8][O:9][C:5]=2[CH:4]=1 |f:0.1,2.3.4|. Procedure details: A stirred mixture of 6-fluoro-3-(4-piperidinyl)-1,2-benzisoxazole hydrochloride (5.1 g, 20 mmol), K2CO3 (5.2 g), 1-[4-(2-chloroethoxy)-3-methoxyphenyl]ethanone (5.0 g, 1022 mmol), and dimethylformamide (90 ml) was heated at 90° C. for 16 hours. The reaction was poured into water, and the aqueous mixture was extracted with ethyl acetate. The ethyl acetate was washed (water), dried (MgSO4), and concentrated to afford 7.4 g of a yellow solid. The solid was chromatographed on a Waters Prep LC 500 ut... The reactants are C1(=CC=C(C=C1)S(=O)(=O)C#N)C (p-toluenesulfonyl cyanide), BrC1=C(C=C2CC(COC2=C1)C1=C(C=C2CC(COC2=C1)CCC)F)F (7-bromo-6,6′-difluoro-3′-propyl-3,4,3′,4′-tetrahydro-2H,2′H-[3,7′]bichromenyl), solution, C(CCC)[Li] (n-butyl-lithium). The solvent is CCOCC (ether), C1CCOC1 (THF), C1CCOC1 (THF), CCCCCC (hexane). Conditions: temperature -70 celsius, time 2 hour. The product is FC=1C=C2CC(COC2=CC1C#N)C1=C(C=C2CC(COC2=C1)CCC)F (6,6′-difluoro-3′-propyl-3,4,3′,4′-tetrahydro-2H,2′H-[3,7]bichromenyl-7-carbonitrile). Reaction SMILES: Br[C:2]1[CH:11]=[C:10]2[C:5]([CH2:6][CH:7]([C:12]3[CH:21]=[C:20]4[C:15]([CH2:16][CH:17]([CH2:22][CH2:23][CH3:24])[CH2:18][O:19]4)=[CH:14][C:13]=3[F:25])[CH2:8][O:9]2)=[CH:4][C:3]=1[F:26].C([Li])CCC.C1(C)C=CC(S([C:41]#[N:42])(=O)=O)=CC=1>C1COCC1.CCCCCC.CCOCC>[F:26][C:3]1[CH:4]=[C:5]2[C:10](=[CH:11][C:2]=1[C:41]#[N:42])[O:9][CH2:8][CH:7]([C:12]1[CH:21]=[C:20]3[C:15]([CH2:16][CH:17]([CH2:22][CH2:23][CH3:24])[CH2:18][O:19]3)=[CH:14][C:13]=1[F:25])[CH2:6]2. Procedure: 1.4 g (3.31 mmol) of 7-bromo-6,6′-difluoro-3′-propyl-3,4,3′,4′-tetrahydro-2H,2′H-[3,7′]bichromenyl are dissolved in 20 ml of THF, and 3 ml (4.8 mmol) of a 15 percent solution of n-butyl-lithium in hexane are added at −50° C. The batch is left to stir for 2 h at −70° C., and a solution of 0.9 g (5.00 mmol) of p-toluenesulfonyl cyanide in 10 ml of THF is subsequently added at such a rate that the temperature does not exceed −65° C. After 30 min, the batch is allowed to thaw, diluted with ether and...